From a dataset of the Open Reaction Database (ORD), a public repository of structured organic reaction records. describe an organic reaction: reactants, conditions, products, and yield Starting materials: C(C)OC(=O)C1C(C1C=C(Cl)Cl)(C)C (2,2-dimethyl-3-(2,2-dichlorovinyl)-cyclopropane-1-carboxylic acid ethyl ester), Cl (hydrochloric acid), CO (methanol), [OH-].[Na+] (sodium hydroxide). Solvent: O (water). Conditions: temperature 25 celsius, time 2 hour. Yields the product CC1(C(C1C=C(Cl)Cl)C(=O)O)C (2,2-dimethyl-3-(2,2-dichlorovinyl)-cyclopropane-1-carboxylic acid). The yield is 80.0%. As a reaction SMILES: C([O:3][C:4]([CH:6]1[CH:8]([CH:9]=[C:10]([Cl:12])[Cl:11])[C:7]1([CH3:14])[CH3:13])=[O:5])C.CO.[OH-].[Na+].Cl>O>[CH3:13][C:7]1([CH3:14])[CH:8]([CH:9]=[C:10]([Cl:12])[Cl:11])[CH:6]1[C:4]([OH:5])=[O:3] |f:2.3|. Reported procedure: 100 kg. of 2,2-dimethyl-3-(2,2-dichlorovinyl)-cyclopropane-1-carboxylic acid ethyl ester (prepared by the so called "Farkas process",/Coll.Czech.Commun.242230 (1959)), 100 lit. of methanol of technical grade and 90 kg of a 20% by weight aqueous sodium hydroxide solution are admixed with stirring and the mixture is boiled for 2 hours. 100 lit. of water are then added and 200 ml. of aqueous methanol are distilled off by a suitable condenser. The distillate contains also the by-products derived fro... The product is CCOC(=O)CCc1cn(Cc2ccc(OCc3csc(-c4ccncc4)n3)cc2)cc1-c1ccccc1. Reaction SMILES: [CH3:43][N:44]([CH3:45])[CH:46]=[O:47].[Cl:29][CH2:30][c:31]1[n:32][c:33](-[c:36]2[cH:37][cH:38][n:39][cH:40][cH:41]2)[s:34][cH:35]1.[H-:1].[Na+:2].[OH2:42].[OH:3][c:4]1[cH:5][cH:6][c:7]([CH2:8][n:9]2[cH:10][c:11]([CH2:20][CH2:21][C:22](=[O:23])[O:24][CH2:25][CH3:26])[c:12](-[c:14]3[cH:15][cH:16][cH:17][cH:18][cH:19]3)[cH:13]2)[cH:27][cH:28]1>>[O:3]([c:4]1[cH:5][cH:6][c:7]([CH2:8][n:9]2[cH:10][c:11]([CH2:20][CH2:21][C:22](=[O:23])[O:24][CH2:25][CH3:26])[c:12](-[c:14]3[cH:15][cH:16][cH:17][cH:18][cH:19]3)[cH:13]2)[cH:27][cH:28]1)[CH2:30][c:31]1[n:32][c:33](-[c:36]2[cH:37][cH:38][n:39][cH:40][cH:41]2)[s:34][cH:35]1. Starting materials: CN(C)C=O, ClCc1csc(-c2ccncc2)n1, [H-], [Na+], O, CCOC(=O)CCc1cn(Cc2ccc(O)cc2)cc1-c1ccccc1. The reactants are BrC1=NC(=NC=2NC(C=NC12)=O)SCC1=C(C(=CC=C1)Cl)F (4-Bromo-2-[[(3-chloro-2-fluorophenyl)methyl]thio]-7(8H)-pteridinone), C(O)CN (ethanolamine). Product: ClC=1C(=C(C=CC1)CSC1=NC=2NC(C=NC2C(=N1)NCCO)=O)F (2-[[(3-Chloro-2-fluorophenyl)methyl]thio]-4-[(2-hydroxyethyl)amino]-7(8H)-pteridinone). As a reaction SMILES: Br[C:2]1[C:11]2[N:10]=[CH:9][C:8](=[O:12])[NH:7][C:6]=2[N:5]=[C:4]([S:13][CH2:14][C:15]2[CH:20]=[CH:19][CH:18]=[C:17]([Cl:21])[C:16]=2[F:22])[N:3]=1.[CH2:23]([CH2:25][NH2:26])[OH:24]>>[Cl:21][C:17]1[C:16]([F:22])=[C:15]([CH2:14][S:13][C:4]2[N:3]=[C:2]([NH:26][CH2:25][CH2:23][OH:24])[C:11]3[N:10]=[CH:9][C:8](=[O:12])[NH:7][C:6]=3[N:5]=2)[CH:20]=[CH:19][CH:18]=1. Procedure details: The titled compound (51 mg) was prepared by the method of Example 6, step (f) using the product from Example 6, step (e) (75 mg) and ethanolamine (25 μl). The reactants are CC(Cl)c1ccc2c(c1)Cc1ccccc1-2, O, c1nc[nH]n1. Yields the product CC(c1ccc2c(c1)Cc1ccccc1-2)n1cncn1. As a reaction SMILES: [Cl:1][CH:2]([CH3:3])[c:4]1[cH:5][c:6]2[c:14]([cH:15][cH:16]1)-[c:13]1[c:8]([cH:9][cH:10][cH:11][cH:12]1)[CH2:7]2.[OH2:22].[nH:17]1[n:18][cH:19][n:20][cH:21]1>>[CH:2]([CH3:3])([c:4]1[cH:5][c:6]2[c:14]([cH:15][cH:16]1)-[c:13]1[c:8]([cH:9][cH:10][cH:11][cH:12]1)[CH2:7]2)[n:17]1[n:18][cH:19][n:20][cH:21]1. Reactants: CCN=C=NCCCN(C)C, NC(c1ccccc1)C1CC1, ClCCl, Cl, O=C(O)CN1CCC(c2ccccc2)(c2ccccc2)C1=O. Product: O=C(CN1CCC(c2ccccc2)(c2ccccc2)C1=O)NC(c1ccccc1)C1CC1. Reaction SMILES: [CH2:35]([N:36]=[C:37]=[N:38][CH2:39][CH2:40][CH2:41][N:42]([CH3:43])[CH3:44])[CH3:45].[CH:2]1([CH:5]([NH2:6])[c:7]2[cH:8][cH:9][cH:10][cH:11][cH:12]2)[CH2:3][CH2:4]1.[Cl:46][CH2:47][Cl:48].[ClH:1].[O:13]=[C:14]1[N:15]([CH2:31][C:32](=[O:33])[OH:34])[CH2:16][CH2:17][C:18]1([c:19]1[cH:20][cH:21][cH:22][cH:23][cH:24]1)[c:25]1[cH:26][cH:27][cH:28][cH:29][cH:30]1>>[CH:2]1([CH:5]([NH:6][C:32]([CH2:31][N:15]2[C:14](=[O:13])[C:18]([c:19]3[cH:20][cH:21][cH:22][cH:23][cH:24]3)([c:25]3[cH:26][cH:27][cH:28][cH:29][cH:30]3)[CH2:17][CH2:16]2)=[O:33])[c:7]2[cH:8][cH:9][cH:10][cH:11][cH:12]2)[CH2:3][CH2:4]1.